From a dataset of the Open Reaction Database (ORD), a public repository of structured organic reaction records. describe an organic reaction: reactants, conditions, products, and yield Starting materials: BrCCCCCl (1-bromo-4-chlorobutane), COC=1C(NC=CC1)=O (3-Methoxy-1H-pyridin-2-one), [H-].[Na+] (sodium hydride). Run in CN(C=O)C (N,N-dimethylformamide), CN(C=O)C (N,N-dimethylformamide), CN(C=O)C (N,N-dimethylformamide). Conditions: time 1 hour. Yields the product ClCCCCN1C(C(=CC=C1)OC)=O (1-(4-Chlorobutyl)-3-methoxy-1H-pyridin-2-one). Isolated yield 40.6%. RXN SMILES: [CH3:1][O:2][C:3]1[C:4](=[O:9])[NH:5][CH:6]=[CH:7][CH:8]=1.[H-].[Na+].Br[CH2:13][CH2:14][CH2:15][CH2:16][Cl:17]>CN(C)C=O>[Cl:17][CH2:16][CH2:15][CH2:14][CH2:13][N:5]1[CH:6]=[CH:7][CH:8]=[C:3]([O:2][CH3:1])[C:4]1=[O:9] |f:1.2|. Procedure details: 3-Methoxy-1H-pyridin-2-one (20 mmol, 2.00 g) in 100 ml of N,N-dimethylformamide was added dropwise over the course of 10 minutes to a suspension of sodium hydride (20 mmol, 0.74 g, 60%, deoiled) in N,N-dimethylformamide (100 ml) at 10° C., and the mixture was then stirred at room temperature for 1 hour. Subsequently, 1-bromo-4-chlorobutane (20 mmol, 3.19 g) in 40 ml of N,N-dimethylformamide was added dropwise. The reaction mixture was then stirred at 95° C. After the reaction mixture had been co... The reactants are C(C)(C)=C1C(=O)OCC1 (α-isopropylidene-γ-butyrolactone). The reagents and catalysts are [Pd] (Pd-C). Solvent: CCOC(=O)C (EtOAc). Yields the product 7.8, C(C)(C)C1C(=O)OCC1 (α-isopropyl-γ-butyrolactone). The yield is 93.0%. As a reaction SMILES: [C:1](=[C:4]1[CH2:9][CH2:8][O:7][C:5]1=[O:6])([CH3:3])[CH3:2]>CCOC(C)=O.[Pd]>[CH:1]([CH:4]1[CH2:9][CH2:8][O:7][C:5]1=[O:6])([CH3:3])[CH3:2]. Reported procedure: A mixture of 8.3 g (66 mmol) of α-isopropylidene-γ-butyrolactone and 0.5 g of 10% Pd-C in 200 mL of EtOAc was hydrogenated at 40 p.s.i. in a Parr shaker until H2 uptake ceased (ca. 1 h). The catalyst was removed by filtration through Celite, the solvent removed, and the product distilled to yield 7.8 (93%) of α-isopropyl-γ-butyrolactone as a colorless liquid: bp 53°-54° C./0.2-0.3 torr. The 1H-nmr and IR were identical to those reported by Kendall and Wells, Aust. J. Chem. 27(10), 2293-2295 (197... The reactants are Cl.N[C@@H](CCCCN)C(=O)O (L-lysine hydrochloride), [OH-].[Na+] (NaOH), C(CCCCC)O (1-hexanol). Reaction conditions: temperature 150 celsius. Yields the product NC1C(=O)NCCCC1 (α-amino-ε-caprolactam). Reaction SMILES: Cl.[NH2:2][C@H:3]([C:9]([OH:11])=O)[CH2:4][CH2:5][CH2:6][CH2:7][NH2:8].[OH-].[Na+].C(O)CCCCC>>[NH2:2][CH:3]1[CH2:4][CH2:5][CH2:6][CH2:7][NH:8][C:9]1=[O:11] |f:0.1,2.3|. Procedure details: 300 mmols of L-lysine hydrochloride 1 is neutralized with 300 mmols of NaOH and then 1.2 L of 1-hexanol is added. This mixture is heated to 150° C. and is refluxed for 8 hours. The yield of α-amino-ε-caprolactam 2 produced by this reaction is about 91%. The reactants are Cl (hydrochloric acid), C(C)(C)(C)OC(=O)N(C1=NC=CC(=C1)C=1OC=C(N1)C(=O)OCC)CC1CC1 (ethyl 2-(2-((tert-butoxycarbonyl)(cyclopropylmethyl)amino)pyridin-4-yl)-1,3-oxazole-4-carboxylate), [OH-].[Na+] (sodium hydroxide), C(C)O (ethanol). The solvent is C1CCOC1 (THF). The product is C(C)(C)(C)OC(=O)N(C1=NC=CC(=C1)C=1OC=C(N1)C(=O)O)CC1CC1 (2-(2-((tert-butoxycarbonyl)(cyclopropylmethyl)amino)pyridin-4-yl)-1,3-oxazole-4-carboxylic acid). The yield is 95.7%. As a reaction SMILES: [C:1]([O:5][C:6]([N:8]([CH2:25][CH:26]1[CH2:28][CH2:27]1)[C:9]1[CH:14]=[C:13]([C:15]2[O:16][CH:17]=[C:18]([C:20]([O:22]CC)=[O:21])[N:19]=2)[CH:12]=[CH:11][N:10]=1)=[O:7])([CH3:4])([CH3:3])[CH3:2].[OH-].[Na+].C(O)C.Cl>C1COCC1>[C:1]([O:5][C:6]([N:8]([CH2:25][CH:26]1[CH2:27][CH2:28]1)[C:9]1[CH:14]=[C:13]([C:15]2[O:16][CH:17]=[C:18]([C:20]([OH:22])=[O:21])[N:19]=2)[CH:12]=[CH:11][N:10]=1)=[O:7])([CH3:4])([CH3:2])[CH3:3] |f:1.2|. Reported procedure: A solution of ethyl 2-(2-((tert-butoxycarbonyl)(cyclopropylmethyl)amino)pyridin-4-yl)-1,3-oxazole-4-carboxylate (13.88 g) and 2M aqueous sodium hydroxide solution (140 mL) in a mixed solvent of ethanol (140 mL)/THF (140 mL) was stirred at room temperature for 4 hr, and neutralized with 2M hydrochloric acid, and the mixture was extracted with ethyl acetate. The extract was washed with saturated brine, and dried over anhydrous magnesium sulfate, and the solvent was evaporated under reduced pressur... Reactants: C(CCC)(=O)N1C[C@@H]2N(C[C@H](C3=CC=CC=C23)C2=CC=CC=C2)CC1 (cis-1,3,4,6,7,11b-hexahydro-2-butyryl-7-phenyl-2H-pyrazino[2,1-a]isoquinoline), B (borane), Cl (HCl). Run in O1CCCC1 (tetrahydrofuran). Yields the product Cl.Cl.C(CCC)N1C[C@@H]2N(C[C@H](C3=CC=CC=C23)C2=CC=CC=C2)CC1 (cis-1,3,4,6,7,11b-hexahydro- 2-butyl-7-phenyl-2H-pyrazino[2,1-a]isoquinoline dihydrochloride). Reaction SMILES: B.[C:2]([N:7]1[CH2:26][CH2:25][N:10]2[CH2:11][C@@H:12]([C:19]3[CH:24]=[CH:23][CH:22]=[CH:21][CH:20]=3)[C:13]3[C:18]([C@@H:9]2[CH2:8]1)=[CH:17][CH:16]=[CH:15][CH:14]=3)(=O)[CH2:3][CH2:4][CH3:5].[ClH:27]>O1CCCC1>[ClH:27].[ClH:27].[CH2:2]([N:7]1[CH2:26][CH2:25][N:10]2[CH2:11][C@@H:12]([C:19]3[CH:20]=[CH:21][CH:22]=[CH:23][CH:24]=3)[C:13]3[C:18]([C@@H:9]2[CH2:8]1)=[CH:17][CH:16]=[CH:15][CH:14]=3)[CH2:3][CH2:4][CH3:5] |f:4.5.6|. Reported procedure: To a stirred solution of 1.0 M borane in tetrahydrofuran (100 ml) maintained under nitrogen at ambient temperature was added cis-1,3,4,6,7,11b-hexahydro-2-butyryl-7-phenyl-2H-pyrazino[2,1-a]isoquinoline (8.6 g, 0.021 m) and and the mixtdre heated to reflux for 3 hours, then cooled in an ice bath and carefully treated with 20% HCl (100 ml). This mixture was heated to reflux for 1 hour, then cooled, and the tetrahydrofuran removed on an aspirator. The remaining aqueous solution was basified to pH ... The product is COC1=C(C=C(C=C1)C(C(F)(F)F)(F)F)C1OCCCO1 (2-(2-Methoxy-5-(1,1,2,2,2-pentafluoroethyl)phenyl)-1,3-dioxane). Yield: 93.6%. Procedure: A 50 ml round bottom flask equipped with Dean-Stark trap and reflux condenser was charged with Compound 38 (1.0 g, 3.66 mmol), sodium pentafluoropropionate (1.29 g, 6.95 mmol) and copper(I) iodide (1.46 g, 7.69 mmol), DMF (15 ml) -toluene (6 ml). The slurry was heated to 120-140° C. (bath temperature) and toluene (6 ml) was removed by distillation. The reaction mixture was heated at 140° C. (inner temperature) for 15 h. The mixture was diluted with water (40 ml) —toluene (15 ml) —ethyl acetate (... The solvent is C1(=CC=CC=C1)C (toluene), C1(=CC=CC=C1)C (toluene). Reaction SMILES: Br[C:2]1[CH:3]=[C:4]([CH:10]2[O:15][CH2:14][CH2:13][CH2:12][O:11]2)[C:5]([O:8][CH3:9])=[CH:6][CH:7]=1.[F:16][C:17]([F:25])([F:24])[C:18]([F:23])([F:22])C([O-])=O.[Na+].CN(C=O)C>[Cu]I.C1(C)C=CC=CC=1>[CH3:9][O:8][C:5]1[CH:6]=[CH:7][C:2]([C:18]([F:23])([F:22])[C:17]([F:25])([F:24])[F:16])=[CH:3][C:4]=1[CH:10]1[O:15][CH2:14][CH2:13][CH2:12][O:11]1 |f:1.2|. Run at temperature 140 celsius. Starting materials: BrC=1C=C(C(=CC1)OC)C1OCCCO1 (2-(3-Bromo-6-methoxyphenyl)-1,3-dioxane), FC(C(C(=O)[O-])(F)F)(F)F.[Na+] (sodium pentafluoropropionate), CN(C)C=O (DMF). The reagents and catalysts are [Cu]I (copper(I) iodide).